Dataset: the Open Reaction Database (ORD), a public repository of structured organic reaction records. Task: describe an organic reaction: reactants, conditions, products, and yield Reactants: O=C(Cl)c1cccc(CBr)c1, CCCCCCCCCCCCCCCCOCC(CO)OC, C1CCOC1, c1ccncc1. Yields the product O=C(O)c1cccc(CBr)c1. As a reaction SMILES: [Br:24][CH2:25][c:26]1[cH:27][c:28]([C:29](=[O:30])[Cl:31])[cH:32][cH:33][cH:34]1.[CH2:1]([CH2:8][CH2:9][CH2:10][CH2:11][CH2:12][CH2:13][CH2:14][CH2:15][CH2:16][CH2:18][CH2:19][CH2:20][CH2:21][CH2:22][CH3:23])[O:17][CH2:2][CH:3]([O:4][CH3:5])[CH2:6][OH:7].[O:41]1[CH2:42][CH2:43][CH2:44][CH2:45]1.[cH:35]1[cH:36][cH:37][n:38][cH:39][cH:40]1>>[OH:17][C:29]([c:28]1[cH:27][c:26]([CH2:25][Br:24])[cH:34][cH:33][cH:32]1)=[O:30]. Starting materials: C(C)(C)(C)OC(=O)N1[C@@H](CCC1)CN ((S)-2-Aminomethylpyrrolidine-1-carboxylic acid tert-butyl ester), ClC1=NC=C(C#N)C=C1 (6-chloronicotinonitrile), C([O-])([O-])=O.[K+].[K+] (potassium carbonate), C(C)(C)N(CC)C(C)C (diisopropylethylamine). Run in C=1(C(=CC=CC1)C)C (xylene). Product: C(C)(C)(C)OC(=O)N1[C@@H](CCC1)CNC1=NC=C(C=C1)C#N ((S)-2-[(5-Cyano-pyridin-2-ylamino)-methyl]-pyrrolidine-1-carboxylic acid tert-butyl ester). The yield is 44.2%. Reaction SMILES: [C:1]([O:5][C:6]([N:8]1[CH2:12][CH2:11][CH2:10][C@H:9]1[CH2:13][NH2:14])=[O:7])([CH3:4])([CH3:3])[CH3:2].Cl[C:16]1[CH:23]=[CH:22][C:19]([C:20]#[N:21])=[CH:18][N:17]=1.C(=O)([O-])[O-].[K+].[K+].C(N(C(C)C)CC)(C)C>C1(C)C(C)=CC=CC=1>[C:1]([O:5][C:6]([N:8]1[CH2:12][CH2:11][CH2:10][C@H:9]1[CH2:13][NH:14][C:16]1[CH:23]=[CH:22][C:19]([C:20]#[N:21])=[CH:18][N:17]=1)=[O:7])([CH3:4])([CH3:3])[CH3:2] |f:2.3.4|. Procedure: (S)-2-Aminomethylpyrrolidine-1-carboxylic acid tert-butyl ester (0.3 g), 6-chloronicotinonitrile (0.21 g), potassium carbonate (0.41 g) and diisopropylethylamine (0.78 ml) were heated in xylene at 130° C. for 26 h, cooled and the mixture filtered through kieselguhr. The filtrate was evaporated and the residue chromatographed on silica gel, eluting with ethyl acetate-hexane mixtures to afford the title compound (0.2 g). Mass Spectrum (API+): Found 303 (MH+). C16H22N4O2 requires 302. Reactants: 90, BrC1=CC=C(C=C1)CC1OC1 (2-(4-bromophenylmethyl)oxirane), C(C(=O)O)(=O)O (ethanedioic acid), O (water). The solvent is O1CCOCC1 (1,4-dioxane). The product is 25, BrC1=CC=C(C=C1)CC(CO)O (3-(4-bromophenyl)-1,2-propanediol). RXN SMILES: [Br:1][C:2]1[CH:7]=[CH:6][C:5]([CH2:8][CH:9]2[CH2:11][O:10]2)=[CH:4][CH:3]=1.C(O)(=O)C(O)=[O:14].O>O1CCOCC1>[Br:1][C:2]1[CH:3]=[CH:4][C:5]([CH2:8][CH:9]([OH:14])[CH2:11][OH:10])=[CH:6][CH:7]=1. Procedure details: A mixture of 90 parts of 2-(4-bromophenylmethyl)oxirane, 8 parts of ethanedioic acid, 100 parts of water and 300 parts of 1,4-dioxane is stirred and refluxed overnight. The reaction mixture is evaporated. The residue is dissolved in trichloromethane. The solution is washed with 110 parts of a sodium hydroxide solution 10%, dried, filtered and evaporated. This The is distilled (bp. 165° C at 0.6 mm. pressure). The distillate is crystallized from 2,2'-oxybispropane. The product is filtered off and... Reactants: COC(=O)c1ccc(Br)cc1, Cc1ccccc1, [K+], [K+], [K+], Nc1ccccc1, CC(=O)[O-], CC(=O)[O-], O=P([O-])([O-])[O-], [Pd+2]. Yields the product COC(=O)c1ccc(Nc2ccccc2)cc1. Reaction SMILES: [CH3:16][O:17][C:18]([c:19]1[cH:20][cH:21][c:22]([Br:25])[cH:23][cH:24]1)=[O:26].[CH3:27][c:28]1[cH:29][cH:30][cH:31][cH:32][cH:33]1.[K+:13].[K+:14].[K+:15].[NH2:1][c:2]1[cH:3][cH:4][cH:5][cH:6][cH:7]1.[O-:35][C:36]([CH3:37])=[O:38].[O-:39][C:40]([CH3:41])=[O:42].[P:8]([O-:9])([O-:10])([O-:11])=[O:12].[Pd+2:34]>>[NH:1]([c:2]1[cH:3][cH:4][cH:5][cH:6][cH:7]1)[c:22]1[cH:21][cH:20][c:19]([C:18]([O:17][CH3:16])=[O:26])[cH:24][cH:23]1. The reactants are ClC(=O)OCC1=CC=CC=C1 (Benzyl chloroformate), NC=1C=C2C(=C(N=NC2=CC1)C(=O)OCC)O (ethyl 6-amino-4-hydroxycinnolin-3-yl carboxylate), ice, Cl (hydrochloric acid). Run in N1=CC=CC=C1 (pyridine). Run at temperature 100 celsius, time 2 hour. Product: C(C1=CC=CC=C1)OC(=O)NC=1C=C2C(=C(N=NC2=CC1)C(=O)OCC)O (ethyl 6-benzyloxycarbonylamino-4-hydroxycinnolin-3-yl carboxylate). Reaction SMILES: Cl[C:2]([O:4][CH2:5][C:6]1[CH:11]=[CH:10][CH:9]=[CH:8][CH:7]=1)=[O:3].[NH2:12][C:13]1[CH:14]=[C:15]2[C:20](=[CH:21][CH:22]=1)[N:19]=[N:18][C:17]([C:23]([O:25][CH2:26][CH3:27])=[O:24])=[C:16]2[OH:28].Cl>N1C=CC=CC=1>[CH2:5]([O:4][C:2]([NH:12][C:13]1[CH:14]=[C:15]2[C:20](=[CH:21][CH:22]=1)[N:19]=[N:18][C:17]([C:23]([O:25][CH2:26][CH3:27])=[O:24])=[C:16]2[OH:28])=[O:3])[C:6]1[CH:11]=[CH:10][CH:9]=[CH:8][CH:7]=1. Procedure: Benzyl chloroformate (7.5 g.) was added to a stirred solution of ethyl 6-amino-4-hydroxycinnolin-3-yl carboxylate (4.66 g.) in pyridine (75 ml.). The solution was stirred for 18 hours at room temperature and for 2 hours at 100° C. The solution was cooled and was poured onto a mixture of ice (500 g.) and 5N-hydrochloric acid (200 ml.). The pale solid which was precipitated was filtered off, washed with water, and recrystallised from a mixture of ethanol and water to give ethyl 6-benzyloxycarbonyl... Starting materials: CN(CC1=NOC(=N1)C1=C(C=CC(=C1)C)[N+](=O)[O-])C (N,N-dimethyl-1-(5-(5-methyl-2-nitrophenyl)-1,2,4-oxadiazol-3-yl)methanamine), O.O.O.O.O.O.O.O.O.[S-][S-].[Na+].[Na+] (sodium disulfide nonahydrate). The solvent is O1CCOCC1 (dioxane), O (water). Reaction conditions: temperature 80 celsius. The product is CN(C)CC1=NOC(=N1)C1=C(N)C=CC(=C1)C (2-(3-((dimethylamino)methyl)-1,2,4-oxadiazol-5-yl)-4-methylaniline). Reaction SMILES: [CH3:1][N:2]([CH3:19])[CH2:3][C:4]1[N:8]=[C:7]([C:9]2[CH:14]=[C:13]([CH3:15])[CH:12]=[CH:11][C:10]=2[N+:16]([O-])=O)[O:6][N:5]=1.O.O.O.O.O.O.O.O.O.[S-][S-].[Na+].[Na+]>O1CCOCC1.O>[CH3:19][N:2]([CH2:3][C:4]1[N:8]=[C:7]([C:9]2[CH:14]=[C:13]([CH3:15])[CH:12]=[CH:11][C:10]=2[NH2:16])[O:6][N:5]=1)[CH3:1] |f:1.2.3.4.5.6.7.8.9.10.11.12|. Procedure details: To a solution of N,N-dimethyl-1-(5-(5-methyl-2-nitrophenyl)-1,2,4-oxadiazol-3-yl)methanamine (38 mg, 0.15 mmol) in dioxane (1 mL) at 80° C. was added a hot solution (80° C.) of sodium disulfide nonahydrate (70 mg, 0.29 mmol) in water (1 mL). The reaction was heated at 80° C. for 30 min resulting in clean conversion to the desired product. The reaction was diluted with dichloromethane then washed with 50% saturated NaHCO3 (2×20 mL) and brine. The solution was dried over Na2SO4, filtered and dried... Starting materials: CC1=NC=2CCCCC2C=C1C(=O)O (5,6,7,8-tetrahydro-2-methyl-3-quinolinecarboxylic acid), O1C(=CC=C1)C=O (2-furaldehyde), C(C)(=O)[O-].[Na+] (sodium acetate). The solvent is C(C)(=O)OC(C)=O (acetic anhydride). Yields the product C(C)OC(=O)C=1C(=NC=2C(CCCC2C1)=CC=1OC=CC1)C (8-(2-furanylmethylene)-5,6,7,8-tetrahydro-2-methyl-3-quinolinecarboxylic acid ethyl ester). RXN SMILES: [CH3:1][C:2]1[C:11]([C:12]([OH:14])=[O:13])=[CH:10][C:9]2[CH2:8][CH2:7][CH2:6][CH2:5][C:4]=2[N:3]=1.[O:15]1[CH:19]=[CH:18][CH:17]=[C:16]1[CH:20]=O.[C:22]([O-])(=O)[CH3:23].[Na+]>C(OC(=O)C)(=O)C>[CH2:22]([O:13][C:12]([C:11]1[C:2]([CH3:1])=[N:3][C:4]2[C:5](=[CH:20][C:16]3[O:15][CH:19]=[CH:18][CH:17]=3)[CH2:6][CH2:7][CH2:8][C:9]=2[CH:10]=1)=[O:14])[CH3:23] |f:2.3|. Reported procedure: A solution of 5,6,7,8-tetrahydro-2-methyl-3-quinolinecarboxylic acid (2.19 g) in acetic anhydride (10 ml) is treated with 2-furaldehyde (1.0 ml) and sodium acetate (0.82 g). The solution is treated at reflux temperature for 24 hours. The residue from the solvent evaporation is dissolved in ethyl acetate, washed with brine solution, dried and evaporated to a semi-crystalline residue (30 g). Filtration through silica gel (150 g) with 9:1 Skelly B:ethyl acetate gives 8-(2-furanylmethylene)-5,6,7,8-... The reactants are ClC=1C2=C(N=C(N1)N1CCN(CC1)C1=CC=C(C=C1)Cl)CCS2=O (4-chloro-2-[4-(4-chloro-phenyl)-piperazin-1-yl]-6,7-dihydro-thieno[3,2-d]pyrimidine 5-oxide), O (water), ClC=1C=CC2=C(NC(=N2)[C@H](COC)N)C1 ((R)-1-(6-chloro-1H-benzimidazol-2-yl)-2-methoxy-ethylamine), C(C)(C)N(CC)C(C)C (diisopropylethylamine). Solvent: O1CCOCC1 (dioxane), ClCCl (dichloromethane). Reaction conditions: temperature 120 celsius. Yields the product ClC=1C=CC2=C(NC(=N2)[C@H](COC)NC=2C3=C(N=C(N2)N2CCN(CC2)C2=CC=C(C=C2)Cl)CCS3=O)C1 ([(R)-1-(6-chloro-1H-benzimidazol-2-yl)-2-methoxy-ethyl]-{2-[4-(4-chloro-phenyl)-piperazin-1-yl]-5-oxo-6,7-dihydro-5H-5λ4-thieno[3,2-d]pyrimidin-4-yl}-amine). Yield: 37.8%. Reaction SMILES: Cl[C:2]1[C:3]2[S:23](=[O:24])[CH2:22][CH2:21][C:4]=2[N:5]=[C:6]([N:8]2[CH2:13][CH2:12][N:11]([C:14]3[CH:19]=[CH:18][C:17]([Cl:20])=[CH:16][CH:15]=3)[CH2:10][CH2:9]2)[N:7]=1.[Cl:25][C:26]1[CH:27]=[CH:28][C:29]2[N:33]=[C:32]([C@@H:34]([NH2:38])[CH2:35][O:36][CH3:37])[NH:31][C:30]=2[CH:39]=1.C(N(C(C)C)CC)(C)C.O>O1CCOCC1.ClCCl>[Cl:25][C:26]1[CH:27]=[CH:28][C:29]2[N:33]=[C:32]([C@@H:34]([NH:38][C:2]3[C:3]4[S:23](=[O:24])[CH2:22][CH2:21][C:4]=4[N:5]=[C:6]([N:8]4[CH2:9][CH2:10][N:11]([C:14]5[CH:19]=[CH:18][C:17]([Cl:20])=[CH:16][CH:15]=5)[CH2:12][CH2:13]4)[N:7]=3)[CH2:35][O:36][CH3:37])[NH:31][C:30]=2[CH:39]=1. Procedure: 200 mg 4-chloro-2-[4-(4-chloro-phenyl)-piperazin-1-yl]-6,7-dihydro-thieno[3,2-d]pyrimidine 5-oxide (cf Example 124), 235 mg (R)-1-(6-chloro-1H-benzimidazol-2-yl)-2-methoxy-ethylamine and 179.62 μl diisopropylethylamine are placed in 4 ml dioxane, and the mixture is heated to 120° C. in the microwave for 0.3 hours. Then the reaction mixture is combined with water and dichloromethane and extracted. The product is purified by semipreparative HPLC (method A). 113 mg of the product are obtained as a ...